This data is from the Open Reaction Database (ORD), a public repository of structured organic reaction records. The task is: describe an organic reaction: reactants, conditions, products, and yield Starting materials: [Si](C)(C)(C(C)(C)C)OCC(CCP(=O)(OCC)OCC)ON1C2=NC=NC(=C2N=C1)Cl (9-[1-(t-butyldimethylsilyloxymethyl)-3-(diethoxyphosphoryl)propoxy]-6-chloropurine), N (ammonia). RXN SMILES: [Si:1]([O:8][CH2:9][CH:10]([O:21][N:22]1[CH:30]=[N:29][C:28]2[C:23]1=[N:24][CH:25]=[N:26][C:27]=2Cl)[CH2:11][CH2:12][P:13]([O:18][CH2:19][CH3:20])([O:15][CH2:16][CH3:17])=[O:14])([C:4]([CH3:7])([CH3:6])[CH3:5])([CH3:3])[CH3:2].[NH3:32]>C(O)C>[Si:1]([O:8][CH2:9][CH:10]([O:21][N:22]1[CH:30]=[N:29][C:28]2[C:23]1=[N:24][CH:25]=[N:26][C:27]=2[NH2:32])[CH2:11][CH2:12][P:13]([O:18][CH2:19][CH3:20])([O:15][CH2:16][CH3:17])=[O:14])([C:4]([CH3:7])([CH3:6])[CH3:5])([CH3:3])[CH3:2]. Procedure: A solution of 9-[1-(t-butyldimethylsilyloxymethyl)-3-(diethoxyphosphoryl)propoxy]-6-chloropurine (0.30 g) in ethanol (10 ml) saturated with ammonia gas was heated in a sealed vessel at 100° C. for 2 hours. The reaction mixture was cooled to ambient temperature overnight, the ethanol evaporated under reduced pressure and the residue chromatographed on silica gel using dichloro-methane-methanol (98:2) as eluant. Starting material (0.06 g) was recovered and the eluant was changed to dichloromethane... Run in C(C)O (ethanol). The product is [Si](C)(C)(C(C)(C)C)OCC(CCP(=O)(OCC)OCC)ON1C2=NC=NC(=C2N=C1)N (9-[1-(t-Butyldimethylsilyloxymethyl)-3-(diethoxy-phosphoryl)propoxy]adenine). Isolated yield 43.0%. The yield is 90.5%. Solvent: CC(C)O (IPA), C1CCOC1 (THF). Reaction SMILES: [Cl:1][C:2]1[CH:7]=[CH:6][N:5]2[C:8]([C:11]([O:13]CC)=O)=[CH:9][N:10]=[C:4]2[CH:3]=1.[CH:16]1([C:19]2[C:27]3[C:26]([NH2:28])=[CH:25][CH:24]=[CH:23][C:22]=3[N:21]([CH2:29][C:30]3[CH:35]=[CH:34][CH:33]=[C:32]([CH3:36])[N:31]=3)[N:20]=2)[CH2:18][CH2:17]1.C[Si]([N-][Si](C)(C)C)(C)C.[Li+]>C1COCC1.CC(O)C>[Cl:1][C:2]1[CH:7]=[CH:6][N:5]2[C:8]([C:11]([NH:28][C:26]3[CH:25]=[CH:24][CH:23]=[C:22]4[C:27]=3[C:19]([CH:16]3[CH2:18][CH2:17]3)=[N:20][N:21]4[CH2:29][C:30]3[CH:35]=[CH:34][CH:33]=[C:32]([CH3:36])[N:31]=3)=[O:13])=[CH:9][N:10]=[C:4]2[CH:3]=1 |f:2.3|. Yields the product ClC1=CC=2N(C=C1)C(=CN2)C(=O)NC2=C1C(=NN(C1=CC=C2)CC2=NC(=CC=C2)C)C2CC2 (7-chloro-N-(3-cyclopropyl-1-((6-methylpyridin-2-yl)methyl)-1H-indazol-4-yl)imidazo[1,2-a]pyridine-3-carboxamide). Procedure: A mixture of ethyl 7-chloroimidazo[1,2-a]pyridine-3-carboxylate (10.0 g, 44.5 mmol) and 3-cyclopropyl-1-((6-methylpyridin-2-yl)methyl)-1H-indazol-4-amine (12.4 g, 44.5 mmol) in THF (100 mL) was cooled to 0° C. using an ice/water bath. A solution of 1.0M lithium bis(trimethylsilyl)amide (102 mL, 102 mmol) was added slowly over 40 minutes keeping the internal temperature below 5° C. The mixture was stirred at 0° C. for 30 minutes, diluted with IPA (100 mL), and then concentrated under reduced pres... The reactants are ClC1=CC=2N(C=C1)C(=CN2)C(=O)OCC (ethyl 7-chloroimidazo[1,2-a]pyridine-3-carboxylate), C1(CC1)C1=NN(C=2C=CC=C(C12)N)CC1=NC(=CC=C1)C (3-cyclopropyl-1-((6-methylpyridin-2-yl)methyl)-1H-indazol-4-amine), C[Si](C)(C)[N-][Si](C)(C)C.[Li+] (lithium bis(trimethylsilyl)amide). Conditions: temperature 0 celsius, time 30 minute. Starting materials: C(C)OC(/C=C/C=1C([C@@H]2CC[C@]3([C@@]4(CC[C@@]5([C@@H]([C@H]4CCC3[C@]2(CC1)C)[C@@H](CC5)C(=C)C)C(=O)OCC5=CC=CC=C5)C)C)(C)C)=O ((1R,3aS,5aR,5bR,7aR,11aS,13aR,13bR)-benzyl 9-((E)-3-ethoxy-3-oxoprop-1-enyl)-5a,5b,8,8,11a-pentamethyl-1-(prop-1-en-2-yl)-2,3,3a,4,5,5a,5b,6,7,7a,8,11,11a,11b,12,13,13a,13b-octadecahydro-1H-cyclopenta[a]chrysene-3a-carboxylate), [OH-].[Na+] (sodium hydroxide), Cl (HCl). Run in O1CCOCC1 (dioxane), O (water). Reaction conditions: temperature 100 celsius. Yields the product C(C1=CC=CC=C1)OC(=O)[C@]12[C@@H]([C@H]3CCC4[C@]5(CC=C(C([C@@H]5CC[C@]4([C@@]3(CC1)C)C)(C)C)/C=C/C(=O)O)C)[C@@H](CC2)C(=C)C ((E)-3-((1R,3aS,5aR,5bR,7aR,11aS,13aR,13bR)-3a-(benzyloxycarbonyl)-5a,5b,8,8,11a-pentamethyl-1-(prop-1-en-2-yl)-2,3,3a,4,5,5a,5b,6,7,7a,8,11,11a,11b,12,13,13a,13b-octadecahydro-1H-cyclopenta[a]chrysen-9-yl)acrylic acid). Yield: 104.4%. As a reaction SMILES: C([O:3][C:4](=[O:46])/[CH:5]=[CH:6]/[C:7]1[C:8]([CH3:45])([CH3:44])[C@H:9]2[C@:22]([CH3:25])([CH2:23][CH:24]=1)[CH:21]1[C@:12]([CH3:43])([C@@:13]3([CH3:42])[C@H:18]([CH2:19][CH2:20]1)[C@H:17]1[C@H:26]([C:29]([CH3:31])=[CH2:30])[CH2:27][CH2:28][C@:16]1([C:32]([O:34][CH2:35][C:36]1[CH:41]=[CH:40][CH:39]=[CH:38][CH:37]=1)=[O:33])[CH2:15][CH2:14]3)[CH2:11][CH2:10]2)C.[OH-].[Na+].Cl>O1CCOCC1.O>[CH2:35]([O:34][C:32]([C@:16]12[CH2:28][CH2:27][C@@H:26]([C:29]([CH3:31])=[CH2:30])[C@@H:17]1[C@@H:18]1[C@@:13]([CH3:42])([CH2:14][CH2:15]2)[C@@:12]2([CH3:43])[CH:21]([C@:22]3([CH3:25])[C@@H:9]([CH2:10][CH2:11]2)[C:8]([CH3:45])([CH3:44])[C:7](/[CH:6]=[CH:5]/[C:4]([OH:46])=[O:3])=[CH:24][CH2:23]3)[CH2:20][CH2:19]1)=[O:33])[C:36]1[CH:37]=[CH:38][CH:39]=[CH:40][CH:41]=1 |f:1.2|. Reported procedure: A mixture of (1R,3aS,5aR,5bR,7aR,11aS,13aR,13bR)-benzyl 9-((E)-3-ethoxy-3-oxoprop-1-enyl)-5a,5b,8,8,11a-pentamethyl-1-(prop-1-en-2-yl)-2,3,3a,4,5,5a,5b,6,7,7a,8,11,11a,11b,12,13,13a,13b-octadecahydro-1H-cyclopenta[a]chrysene-3a-carboxylate (20 mg, 0.032 mmol) and 10 N sodium hydroxide (0.032 mL, 0.319 mmol) in dioxane (0.5 mL) and water (0.5 mL) was heated at 100° C. for 3 hours. The reaction mixture was neutralized with 1N HCl to pH=6 and extracted with ethyl acetate (3×4 mL). The extracts were... Reactants: CC=1NC2=CC=C(C=C2C1)N (2-methyl-1H-indol-5-ylamine), ClC1=C2C(=NC=C1)C=C(S2)C(=O)N2CCOCC2 (7-chloro-thieno[3,2-b]pyridin-2-yl-morpholin-4-yl-methanone). Yields the product CC=1NC2=CC=C(C=C2C1)NC1=C2C(=NC=C1)C=C(S2)C(=O)N2CCOCC2 ([7-(2-Methyl-1H-indol-5-ylamino)-thieno[3,2-b]pyridin-2-yl]-morpholin-4-yl-methanone). Reaction SMILES: [CH3:1][C:2]1[NH:3][C:4]2[C:9]([CH:10]=1)=[CH:8][C:7]([NH2:11])=[CH:6][CH:5]=2.Cl[C:13]1[CH:18]=[CH:17][N:16]=[C:15]2[CH:19]=[C:20]([C:22]([N:24]3[CH2:29][CH2:28][O:27][CH2:26][CH2:25]3)=[O:23])[S:21][C:14]=12>>[CH3:1][C:2]1[NH:3][C:4]2[C:9]([CH:10]=1)=[CH:8][C:7]([NH:11][C:13]1[CH:18]=[CH:17][N:16]=[C:15]3[CH:19]=[C:20]([C:22]([N:24]4[CH2:29][CH2:28][O:27][CH2:26][CH2:25]4)=[O:23])[S:21][C:14]=13)=[CH:6][CH:5]=2. Reported procedure: The title compound was prepared from 2-methyl-1H-indol-5-ylamine and 7-chloro-thieno[3,2-b]pyridin-2-yl-morpholin-4-yl-methanone by a procedure analogous to Example 1C. MS: 393 (MH+), HPLC Rf: 3.90 min.; HPLC purity 96%. Reactants: BrCCC(=O)OCCOC1=CC=C(C=C1)CC(C)(O)C(=O)C(C)(CC1=CC=C(C=C1)OCCOC(CCBr)=O)O (4-(2-(3-bromopropionyloxy)ethoxy)phenyl-2-hydroxy-2-propyl ketone), C(=O)([O-])[O-].[K+].[K+] (K2CO3). The solvent is CC(=O)C (acetone). The product is C(C=C)(=O)OCCOC1=CC=C(C=C1)CC(C)(O)C(=O)C(C)(CC1=CC=C(C=C1)OCCOC(C=C)=O)O (4-(2-acryloyloxyethoxy)phenyl-2-hydroxy-2-propyl ketone). RXN SMILES: Br[CH2:2][CH2:3][C:4]([O:6][CH2:7][CH2:8][O:9][C:10]1[CH:15]=[CH:14][C:13]([CH2:16][C:17]([C:20]([C:22]([OH:40])([CH2:24][C:25]2[CH:30]=[CH:29][C:28]([O:31][CH2:32][CH2:33][O:34][C:35](=[O:39])[CH2:36][CH2:37]Br)=[CH:27][CH:26]=2)[CH3:23])=[O:21])([OH:19])[CH3:18])=[CH:12][CH:11]=1)=[O:5].C([O-])([O-])=O.[K+].[K+]>CC(C)=O>[C:4]([O:6][CH2:7][CH2:8][O:9][C:10]1[CH:11]=[CH:12][C:13]([CH2:16][C:17]([C:20]([C:22]([OH:40])([CH2:24][C:25]2[CH:30]=[CH:29][C:28]([O:31][CH2:32][CH2:33][O:34][C:35](=[O:39])[CH:36]=[CH2:37])=[CH:27][CH:26]=2)[CH3:23])=[O:21])([OH:19])[CH3:18])=[CH:14][CH:15]=1)(=[O:5])[CH:3]=[CH2:2] |f:1.2.3|. Procedure details: 5.2 g (14.5 mmol) 4-(2-(3-bromopropionyloxy)ethoxy)phenyl-2-hydroxy-2-propyl ketone was dissolved in 45 ml acetone. 30 mg BHT and 3.0 g (21.75 mmol) K2CO3 were added and the reaction mixture was refluxed for 5 hours. The reaction mixture was allowed to cool down to room temperature and the inorganic salts were removed by filtration. The solvent was removed under reduced pressure and the residue was treated with 50 ml n.-hexane. 4-(2-acryloyloxyethoxy)phenyl-2-hydroxy-2-propyl ketone was isolated... The reactants are Cc1cc(Br)ccc1N, O=N[O-], NC(N)=O, [Na+], [Na+], [Na+], O=S(=O)([O-])[O-], O, Oc1ccccc1, O=S(=O)(O)O. The product is Cc1cc(Br)ccc1O. Reaction SMILES: [Br:6][c:7]1[cH:8][c:9]([CH3:14])[c:10]([NH2:11])[cH:12][cH:13]1.[N:15](=[O:16])[O-:17].[NH2:19][C:20](=[O:21])[NH2:22].[Na+:18].[Na+:23].[Na+:24].[O-:25][S:26](=[O:27])(=[O:28])[O-:29].[OH2:37].[OH:30][c:31]1[cH:32][cH:33][cH:34][cH:35][cH:36]1.[S:1](=[O:2])(=[O:3])([OH:4])[OH:5]>>[Br:6][c:7]1[cH:8][c:9]([CH3:14])[c:10]([OH:16])[cH:12][cH:13]1. Run in FC(C(=O)O)(F)F (trifluoroacetic acid). Product: C(=O)(O)C(C(=O)O)(CCC=C)C(F)F (2-Carboxy 2-difluoromethyl 5-hexenoic acid). The reactants are FC(C(C(=O)OC(C)(C)C)(CCC=C)C(=O)OC(C)(C)C)F (2-Difluoromethyl 2(tert-butoxycarbonyl)-5-hexenoic acid, tert-butyl ester). Conditions: time 1.5 hour. Procedure: 2-Difluoromethyl 2(tert-butoxycarbonyl)-5-hexenoic acid, tert-butyl ester prepared as in Step B (5 mM, 1.600 g) is dissolved in trifluoroacetic acid (10 ml) at 0° C. After stirring for 1.5 hours at room temperature, the solvent is evaporated in vacuo yielding a white solid. 1.040 g (quantitative yield). Mp: 80°-81° C. Reaction SMILES: [F:1][CH:2]([F:22])[C:3]([C:15]([O:17]C(C)(C)C)=[O:16])([CH2:11][CH2:12][CH:13]=[CH2:14])[C:4]([O:6]C(C)(C)C)=[O:5]>FC(F)(F)C(O)=O>[C:15]([C:3]([CH:2]([F:1])[F:22])([CH2:11][CH2:12][CH:13]=[CH2:14])[C:4]([OH:6])=[O:5])([OH:17])=[O:16]. The reactants are Cl.COC([C@@H](NC([C@@H](N)CSCC1=CC=CC=C1)=O)CCCCNC(=O)OCC1=CC=CC=C1)=O (Nα -(S-benzyl-L-cysteinyl)-Nε -benzyloxycarbonyl-L-lysine methyl ester hydrochloride), CC(C(=O)O)(CSCC1=CC=C(C=C1)OC)C (2,2-dimethyl-3-(4-methoxybenzylthio)propionic acid). The product is COC([C@@H](NC([C@@H](NC(C(CSCC1=CC=C(C=C1)OC)(C)C)=O)CSCC1=CC=CC=C1)=O)CCCCNC(=O)OCC1=CC=CC=C1)=O (Nα -[S-benzyl-N-[2,2-dimethyl-3-(4-methoxybenzylthio)propionyl]-L-cysteinyl]-Nε -benzyloxycarbonyl-L-lysine methyl ester). RXN SMILES: Cl.[CH3:2][O:3][C:4](=[O:35])[C@H:5]([CH2:20][CH2:21][CH2:22][CH2:23][NH:24][C:25]([O:27][CH2:28][C:29]1[CH:34]=[CH:33][CH:32]=[CH:31][CH:30]=1)=[O:26])[NH:6][C:7](=[O:19])[C@H:8]([CH2:10][S:11][CH2:12][C:13]1[CH:18]=[CH:17][CH:16]=[CH:15][CH:14]=1)[NH2:9].[CH3:36][C:37]([CH3:52])([CH2:41][S:42][CH2:43][C:44]1[CH:49]=[CH:48][C:47]([O:50][CH3:51])=[CH:46][CH:45]=1)[C:38](O)=[O:39]>>[CH3:2][O:3][C:4](=[O:35])[C@H:5]([CH2:20][CH2:21][CH2:22][CH2:23][NH:24][C:25]([O:27][CH2:28][C:29]1[CH:34]=[CH:33][CH:32]=[CH:31][CH:30]=1)=[O:26])[NH:6][C:7](=[O:19])[C@H:8]([CH2:10][S:11][CH2:12][C:13]1[CH:18]=[CH:17][CH:16]=[CH:15][CH:14]=1)[NH:9][C:38](=[O:39])[C:37]([CH3:36])([CH3:52])[CH2:41][S:42][CH2:43][C:44]1[CH:49]=[CH:48][C:47]([O:50][CH3:51])=[CH:46][CH:45]=1 |f:0.1|. Procedure details: Nα -(S-benzyl-L-cysteinyl)-Nε -benzyloxycarbonyl-L-lysine methyl ester hydrochloride and 2,2-dimethyl-3-(4-methoxybenzylthio)propionic acid were used as starting materials.